Dataset: the Open Reaction Database (ORD), a public repository of structured organic reaction records. Task: describe an organic reaction: reactants, conditions, products, and yield The reactants are COC(=O)C=1N(S(C2=C(C1O)C=CC1=CC=CC=C12)(=O)=O)C (4-hydroxy-2-methyl-2H-naphtho[2,1-e]-1,2-thiazine-3-carboxylic acid methylester-1,1-dioxide), NC1=NC=CC=C1 (2-aminopyridine). Run in C=1(C(=CC=CC1)C)C (xylene). Run at time 8 hour. The product is OC1=C(N(S(C2=C1C=CC1=CC=CC=C12)(=O)=O)C)C(=O)NC1=NC=CC=C1 (4-Hydroxy-2-methyl-N-(2-pyridyl)-2H-naphtho[2,1-e]-1,2-thiazine-3-carboxamide-1,1-dioxide). As a reaction SMILES: CO[C:3]([C:5]1[N:6]([CH3:22])[S:7](=[O:21])(=[O:20])[C:8]2[C:19]3[C:14](=[CH:15][CH:16]=[CH:17][CH:18]=3)[CH:13]=[CH:12][C:9]=2[C:10]=1[OH:11])=[O:4].[NH2:23][C:24]1[CH:29]=[CH:28][CH:27]=[CH:26][N:25]=1>C1(C)C(C)=CC=CC=1>[OH:11][C:10]1[C:9]2[CH:12]=[CH:13][C:14]3[C:19]([C:8]=2[S:7](=[O:20])(=[O:21])[N:6]([CH3:22])[C:5]=1[C:3]([NH:23][C:24]1[CH:29]=[CH:28][CH:27]=[CH:26][N:25]=1)=[O:4])=[CH:18][CH:17]=[CH:16][CH:15]=3. Reported procedure: A mixture consisting of 9.53 gm (0.03 mol) of 4-hydroxy-2-methyl-2H-naphtho[2,1-e]-1,2-thiazine-3-carboxylic acid methylester-1,1-dioxide, 3.8 gm (0.04 mol) of 2-aminopyridine and 250 ml of anhydrous xylene was refluxed for 14 hours in a Soxhlet apparatus equippedwith a 4-A-molecular sieve. After cooling and standing overnight, the crystals which had formed were suction-filtered off and recrystallized from ethylene chloride, yielding 5.4 gm (42% of theory) of the crystallinecompound of the formu... Starting materials: Cl (hydrogen chloride), C(C)(C)(C)OC(NCCNS(=O)(=O)C=1C=2C=CN=C(C2C=CC1)Cl)=O ([2-(1-chloro-isoquinoline-5-sulfonylamino)-ethyl]-carbamic acid tert-butyl ester). The solvent is C(Cl)Cl (CH2Cl2). Conditions: time 1 hour. Product: Cl.NCCNS(=O)(=O)C=1C=2C=CN=C(C2C=CC1)Cl (1-chloro-isoquinoline-5-sulfonic acid (2-amino-ethyl)-amide hydrochloride). Yield: 198.9%. RXN SMILES: Cl.C(OC(=O)[NH:8][CH2:9][CH2:10][NH:11][S:12]([C:15]1[C:16]2[CH:17]=[CH:18][N:19]=[C:20]([Cl:25])[C:21]=2[CH:22]=[CH:23][CH:24]=1)(=[O:14])=[O:13])(C)(C)C>C(Cl)Cl>[ClH:25].[NH2:8][CH2:9][CH2:10][NH:11][S:12]([C:15]1[C:16]2[CH:17]=[CH:18][N:19]=[C:20]([Cl:25])[C:21]=2[CH:22]=[CH:23][CH:24]=1)(=[O:13])=[O:14] |f:3.4|. Procedure details: A small stream of hydrogen chloride is bubbled through a stirred solution of [2-(1-chloro-isoquinoline-5-sulfonylamino)-ethyl]-carbamic acid tert-butyl ester (6.74 g, 17.5 mmol) in anhydrous CH2Cl2 (100 mL) at 0° C. under nitrogen for 10 minutes. The resultant white suspension is allowed to stir at ambient temperature for 1 hour. After filtration and vacuum drying at 50° C., 5.61 g (17.4 mmol, 100% yield) of the title compound is obtained as a white powder. ESIMS: m/z 286 [(M+H)+, 35Cl], 288 [(M... Reactants: ClC=1N=NC(=CC1)C=C (3-chloro-6-vinyl-pyridazine). The reagents and catalysts are [Pd] (palladium on carbon). Run in C(C)(=O)OCC (ethyl acetate). The product is ClC=1N=NC(=CC1)CC (3-Chloro-6-ethyl-pyridazine). Isolated yield 62.0%. As a reaction SMILES: [Cl:1][C:2]1[N:3]=[N:4][C:5]([CH:8]=[CH2:9])=[CH:6][CH:7]=1>[Pd].C(OCC)(=O)C>[Cl:1][C:2]1[N:3]=[N:4][C:5]([CH2:8][CH3:9])=[CH:6][CH:7]=1. Procedure: A mixture of 3-chloro-6-vinyl-pyridazine (1 g, 7.09 mmol), palladium on carbon (10% wt, 200 mg) in ethyl acetate (14 mL) under a hydrogen atmosphere was stirred vigorously at ambient temperature for 4 hours. The mixture was then filtered through a pad of celite and the filtrate concentrated onto silica gel and purified via flash column chromatography (SiO2, hexane:ethyl acetate 90:10-50:50) to return the title compound as a white solid (627 mg, 63% yield). 1H NMR (CDCl3): δ 1.27 (3H, t), 2.93 (2... The reactants are FC(C1=NN(C=C1C(=O)OCC)C1=NC=C(C=N1)F)F (ethyl 3-(difluoromethyl)-1-(5-fluoropyrimidin-2-yl)-1H-pyrazole-4-carboxylate), I[Si](C)(C)C (iodotrimethylsilane). Run at temperature 90 celsius. The product is FC(C1=NN(C=C1C(=O)O)C1=NC=C(C=N1)F)F (3-(Difluoromethyl)-1-(5-fluoropyrimidin-2-yl)-1H-pyrazole-4-carboxylic acid). Reaction SMILES: [F:1][CH:2]([F:20])[C:3]1[C:7]([C:8]([O:10]CC)=[O:9])=[CH:6][N:5]([C:13]2[N:18]=[CH:17][C:16]([F:19])=[CH:15][N:14]=2)[N:4]=1.I[Si](C)(C)C>>[F:20][CH:2]([F:1])[C:3]1[C:7]([C:8]([OH:10])=[O:9])=[CH:6][N:5]([C:13]2[N:18]=[CH:17][C:16]([F:19])=[CH:15][N:14]=2)[N:4]=1. Procedure details: A mixture of ethyl 3-(difluoromethyl)-1-(5-fluoropyrimidin-2-yl)-1H-pyrazole-4-carboxylate (50 mg) and iodotrimethylsilane (1.0 mL) is heated at 90° C. for 4 h. The mixture is concentrated under vacuum, quenched with ice, and sodium metabisulfite is added until the aqueous solution becomes colorless. The mixture is then extracted with EtOAc (3×10 mL) and dried over anhydrous MgSO4. The dried extract is filtered and concentrated under vacuum to afford the title compound as white solid. The reactants are C(C)OC(=O)C=1C=NC2=C(C=CC=C2C1Cl)OC (4-Chloro-8-methoxy-quinoline-3-carboxylic acid ethyl ester), CC1CCC(CC1)N (4-methyl-cyclohexylamine). Product: C(C)OC(=O)C=1C=NC2=C(C=CC=C2C1NC1CCC(CC1)C)OC (8-methoxy-4-(4-methyl-cyclohexylamino)-quinoline-3-carboxylic acid ethyl ester). As a reaction SMILES: [CH2:1]([O:3][C:4]([C:6]1[CH:7]=[N:8][C:9]2[C:14]([C:15]=1Cl)=[CH:13][CH:12]=[CH:11][C:10]=2[O:17][CH3:18])=[O:5])[CH3:2].[CH3:19][CH:20]1[CH2:25][CH2:24][CH:23]([NH2:26])[CH2:22][CH2:21]1>>[CH2:1]([O:3][C:4]([C:6]1[CH:7]=[N:8][C:9]2[C:14]([C:15]=1[NH:26][CH:23]1[CH2:24][CH2:25][CH:20]([CH3:19])[CH2:21][CH2:22]1)=[CH:13][CH:12]=[CH:11][C:10]=2[O:17][CH3:18])=[O:5])[CH3:2]. Reported procedure: 4-Chloro-8-methoxy-quinoline-3-carboxylic acid ethyl ester (250 mg, 0.94 mmol) was treated with 4-methyl-cyclohexylamine following general procedure B to afford 8-methoxy-4-(4-methyl-cyclohexylamino)-quinoline-3-carboxylic acid ethyl ester (290 mg). Thus obtained amino-ester was hydrolyzed to the corresponding acid using general procedure D and then transformed into the corresponding ethylamide (200 mg) following general procedure E. The above ethylamide (0.41 mmol) was subjected to reaction wit...